This data is from the Open Reaction Database (ORD), a public repository of structured organic reaction records. The task is: describe an organic reaction: reactants, conditions, products, and yield Reactants: C(C1=CC=CC=C1)OC=1C=C(C=O)C=CC1O (3-benzyloxy-4-hydroxybenzaldeyde), [H-].[Na+] (sodium hydride), [H-].[Na+] (sodium hydride), COCCl (chloromethyl methyl ether). Solvent: CN(C=O)C (dimethylformamide), CN(C=O)C (dimethylformamide), O (water). Reaction conditions: time 30 minute. The product is C(C1=CC=CC=C1)OC=1C=C(C=O)C=CC1OC (3-benzyloxy-4-methoxybenzaldehyde). As a reaction SMILES: [CH2:1]([O:8][C:9]1[CH:10]=[C:11]([CH:14]=[CH:15][C:16]=1[OH:17])[CH:12]=[O:13])[C:2]1[CH:7]=[CH:6][CH:5]=[CH:4][CH:3]=1.[H-].[Na+].[CH3:20]OCCl>CN(C)C=O.O>[CH2:1]([O:8][C:9]1[CH:10]=[C:11]([CH:14]=[CH:15][C:16]=1[O:17][CH3:20])[CH:12]=[O:13])[C:2]1[CH:3]=[CH:4][CH:5]=[CH:6][CH:7]=1 |f:1.2|. Procedure details: A solution of 300 g of 3-benzyloxy-4-hydroxybenzaldeyde (obtained as described in example 62) in 600 ml of dimethylformamide was added to a suspension of 34.6 g of sodium hydride in 346 ml of dimethylformamide under stirring in nitrogen atmosphere. After complete dissolution of sodium hydride 116 g of chloromethyl methyl ether were added; stirring was continued for 30 minutes. The mixture was then diluted with water and extracted with ethyl ether. The combined organic phase was dried over sodium... The reactants are CCN(C(C)C)C(C)C, C1COCCO1, CCOC(C)=O, CCOC(=O)C1=C(O)c2cc(F)c(Cl)cc2C2(CCOCC2)C1=O, Cl, CC(C)(C)OC(=O)CN. Yields the product CC(C)(C)OC(=O)CNC(=O)C1=C(O)c2cc(F)c(Cl)cc2C2(CCOCC2)C1=O. RXN SMILES: [CH2:25]([N:26]([CH:27]([CH3:28])[CH3:29])[CH:30]([CH3:31])[CH3:32])[CH3:33].[CH2:44]1[O:45][CH2:46][CH2:47][O:48][CH2:49]1.[CH3:50][CH2:51][O:52][C:53]([CH3:54])=[O:55].[Cl:1][c:2]1[c:3]([F:24])[cH:4][c:5]2[c:10]([cH:11]1)[C:9]1([C:8](=[O:17])[C:7]([C:18](=[O:19])[O:20][CH2:21][CH3:22])=[C:6]2[OH:23])[CH2:12][CH2:13][O:14][CH2:15][CH2:16]1.[ClH:34].[NH2:35][CH2:36][C:37](=[O:38])[O:39][C:40]([CH3:41])([CH3:42])[CH3:43]>>[Cl:1][c:2]1[c:3]([F:24])[cH:4][c:5]2[c:10]([cH:11]1)[C:9]1([C:8](=[O:17])[C:7]([C:18](=[O:19])[NH:35][CH2:36][C:37](=[O:38])[O:39][C:40]([CH3:41])([CH3:42])[CH3:43])=[C:6]2[OH:23])[CH2:12][CH2:13][O:14][CH2:15][CH2:16]1. Run in C(C)O (ethanol). The product is C(C)(C)NCC(COC=1SC(=CN1)C(=O)NCCC1C2CC3CC(CC1C3)C2)O (1-isopropylamino-3-(5-[2-(adamant-2-yl)ethylaminocarbonyl]thiazol-2-yloxy)-propan-2-ol). Run at temperature -20 celsius, time 12 hour. The reactants are O1CC1COC=1SC(=CN1)C(=O)NCCC1C2CC3CC(CC1C3)C2 (1,2-epoxy-3-(5-[2-(adamant-2-yl)ethylaminocarbonyl]thiazol-2-yloxy)propane), C(C)(C)N (isopropylamine). RXN SMILES: [O:1]1[CH:3]([CH2:4][O:5][C:6]2[S:7][C:8]([C:11]([NH:13][CH2:14][CH2:15][CH:16]3[CH:23]4[CH2:24][CH:19]5[CH2:20][CH:21]([CH2:25][CH:17]3[CH2:18]5)[CH2:22]4)=[O:12])=[CH:9][N:10]=2)[CH2:2]1.[CH:26]([NH2:29])([CH3:28])[CH3:27]>C(O)C>[CH:26]([NH:29][CH2:2][CH:3]([OH:1])[CH2:4][O:5][C:6]1[S:7][C:8]([C:11]([NH:13][CH2:14][CH2:15][CH:16]2[CH:17]3[CH2:25][CH:21]4[CH2:20][CH:19]([CH2:24][CH:23]2[CH2:22]4)[CH2:18]3)=[O:12])=[CH:9][N:10]=1)([CH3:28])[CH3:27]. Procedure: This example illustrates processes of the invention for preparing the compounds of formula C. In this example a mixture containing 12 g. (0.0314 mole) of 1,2-epoxy-3-(5-[2-(adamant-2-yl)ethylaminocarbonyl]thiazol-2-yloxy)propane, 12 g. (0.203 mole) of isopropylamine and 20 ml. of ethanol is allowed to stand at room temperature for 12 hours. The mixture is then evaporated under vacuum to remove the solvent and the resulting residue dissolved in 50 ml. of ethyl acetate and cooled to -20° C, and ma... Starting materials: N1=CC=C(C=C1)C1=CC=C2CCN(C2=C1)C(=O)OC(C)(C)C (tert-Butyl 6-(pyridin-4-yl)indoline-1-carboxylate), C(=O)(C(F)(F)F)O (TFA). The solvent is C(Cl)Cl (CH2Cl2). Run at time 2 hour. Yields the product OC(=O)C(F)(F)F.N1=CC=C(C=C1)C1=CC=C2CCNC2=C1 (6-(pyridin-4-yl)indoline TFA salt). The yield is 100.0%. As a reaction SMILES: [N:1]1[CH:6]=[CH:5][C:4]([C:7]2[CH:15]=[C:14]3[C:10]([CH2:11][CH2:12][N:13]3C(OC(C)(C)C)=O)=[CH:9][CH:8]=2)=[CH:3][CH:2]=1.[C:23]([OH:29])([C:25]([F:28])([F:27])[F:26])=[O:24]>C(Cl)Cl>[OH:29][C:23]([C:25]([F:28])([F:27])[F:26])=[O:24].[N:1]1[CH:6]=[CH:5][C:4]([C:7]2[CH:15]=[C:14]3[C:10]([CH2:11][CH2:12][NH:13]3)=[CH:9][CH:8]=2)=[CH:3][CH:2]=1 |f:3.4|. Procedure details: To a 100 ml flask was added tert-butyl 6-(pyridin-4-yl)indoline-1-carboxylate 50.B (202 mg, 0.68), 10 ml of CH2Cl2, and 5 ml of TFA. The reaction was stirred at room temperature for 2 hours at which time the solvent was removed to give 6-(pyridin-4-yl)indoline TFA salt 50.0 as a light yellow solid (300 mg, 100% yield). Reactants: CS(C)=O, CCOC(C)=O, Cn1nnnc1C(=NOCc1cccc(C2OCCO2)n1)c1ccccc1, O. Yields the product Cn1nnnc1C(=NOCc1cccc(C=O)n1)c1ccccc1. Reaction SMILES: [CH3:28][S:29]([CH3:30])=[O:31].[CH3:33][CH2:34][O:35][C:36]([CH3:37])=[O:38].[O:1]1[CH:2]([c:6]2[cH:7][cH:8][cH:9][c:10]([CH2:12][O:13][N:14]=[C:15]([c:16]3[cH:17][cH:18][cH:19][cH:20][cH:21]3)[c:22]3[n:23][n:24][n:25][n:26]3[CH3:27])[n:11]2)[O:5][CH2:4][CH2:3]1.[OH2:32]>>[O:1]=[CH:2][c:6]1[cH:7][cH:8][cH:9][c:10]([CH2:12][O:13][N:14]=[C:15]([c:16]2[cH:17][cH:18][cH:19][cH:20][cH:21]2)[c:22]2[n:23][n:24][n:25][n:26]2[CH3:27])[n:11]1. The reactants are C(C)(C)(C)OC(=O)N1CCC(CC1)CN1C(CNCC1)=O (1-[1-(tert-butoxycarbonyl)piperidin-4-ylmethyl]-2-piperazinone), BrC1=CC=C(S1)S(=O)(=O)Cl (5-bromo-2-thiophenesulfonyl chloride). The solvent is C(C)(=O)OCC (ethyl acetate), C([O-])(O)=O.[Na+] (sodium bicarbonate). The product is BrC1=CC=C(S1)S(=O)(=O)N1CC(N(CC1)CC1CCN(CC1)C(=O)OC(C)(C)C)=O (4-(5-bromo-2-thiophenesulfonyl)-1-[1-(tert-butoxycarbonyl)piperidin-4-ylmethyl]-2-piperazinone). Isolated yield 49.0%. Reaction SMILES: [C:1]([O:5][C:6]([N:8]1[CH2:13][CH2:12][CH:11]([CH2:14][N:15]2[CH2:20][CH2:19][NH:18][CH2:17][C:16]2=[O:21])[CH2:10][CH2:9]1)=[O:7])([CH3:4])([CH3:3])[CH3:2].[Br:22][C:23]1[S:27][C:26]([S:28](Cl)(=[O:30])=[O:29])=[CH:25][CH:24]=1>C(OCC)(=O)C.C(=O)(O)[O-].[Na+]>[Br:22][C:23]1[S:27][C:26]([S:28]([N:18]2[CH2:19][CH2:20][N:15]([CH2:14][CH:11]3[CH2:12][CH2:13][N:8]([C:6]([O:5][C:1]([CH3:4])([CH3:2])[CH3:3])=[O:7])[CH2:9][CH2:10]3)[C:16](=[O:21])[CH2:17]2)(=[O:30])=[O:29])=[CH:25][CH:24]=1 |f:3.4|. Procedure: To a solution of 1-[1-(tert-butoxycarbonyl)piperidin-4-ylmethyl]-2-piperazinone (500 mg) in ethyl acetate (15 ml) and sodium bicarbonate solution (10 ml) was added at 0° C. 5-bromo-2-thiophenesulfonyl chloride (440 mg), and the mixture was stirred at room temperature for 30 minutes. The organic layer was separated, washed with brine, dried and concentrated, and the residue was purified with silica gel column chromatography (hexane:ethyl acetate=2:3) to give colorless solid of the title compound ... Starting materials: CC1CC(=O)CN(Cc2ccccc2)C1, C1CCOC1, O. The product is CC1CC(O)CN(Cc2ccccc2)C1. As a reaction SMILES: [CH2:1]([c:2]1[cH:3][cH:4][cH:5][cH:6][cH:7]1)[N:8]1[CH2:9][C:10](=[O:15])[CH2:11][CH:12]([CH3:14])[CH2:13]1.[O:17]1[CH2:18][CH2:19][CH2:20][CH2:21]1.[OH2:16]>>[CH2:1]([c:2]1[cH:3][cH:4][cH:5][cH:6][cH:7]1)[N:8]1[CH2:9][CH:10]([OH:15])[CH2:11][CH:12]([CH3:14])[CH2:13]1.